This data is from the Open Reaction Database (ORD), a public repository of structured organic reaction records. The task is: describe an organic reaction: reactants, conditions, products, and yield The reactants are resultant mixture, S1C(=CC=C1)C(CNC(C1=CC=C(C=C1)C(F)(F)F)=O)=O (N-[2-(thien-2-yl)-2-oxoethyl]-4-trifluoromethylbenzamide), S1C(=CC=C1)C(CNC(C1=CC=C(C=C1)C(F)(F)F)=O)=O (N-[2-(Thien-2-yl)-2-oxoethyl]-4-trifluoromethylbenzamide), COC1=CC=C(C=C1)P1(SP(S1)(C1=CC=C(C=C1)OC)=S)=S (2,4-bis-(4-methoxyphenyl)-1,3-dithia-2,4-diphosphetane-2,4-disulfide). Run in C1(=CC=CC=C1)C (toluene). Conditions: time 18 hour. The product is FC(C1=CC=C(C=C1)C=1SC(=CN1)C=1SC=CC1)(F)F (2-(4-trifluoromethylphenyl)-5-thien-2-ylthiazole). As a reaction SMILES: [S:1]1[CH:5]=[CH:4][CH:3]=[C:2]1[C:6](=O)[CH2:7][NH:8][C:9](=O)[C:10]1[CH:15]=[CH:14][C:13]([C:16]([F:19])([F:18])[F:17])=[CH:12][CH:11]=1.COC1C=CC(P2(=S)SP(=S)(C3C=CC(OC)=CC=3)[S:31]2)=CC=1>C1(C)C=CC=CC=1>[F:17][C:16]([F:19])([F:18])[C:13]1[CH:14]=[CH:15][C:10]([C:9]2[S:31][C:6]([C:2]3[S:1][CH:5]=[CH:4][CH:3]=3)=[CH:7][N:8]=2)=[CH:11][CH:12]=1. Reported procedure: Under a dry nitrogen atmosphere N-[2-(thien-2-yl)-2-oxoethyl]-4-trifluoromethylbenzamide (5.6 g of the solid from Step D) was added to a stirred suspension of [2,4-bis-(4-methoxyphenyl)-1,3-dithia-2,4-diphosphetane-2,4-disulfide (Lawesson's reagent) (3.6 g, 0.0090 mole) in 150 ml of toluene. The resultant mixture was heated at reflux for four hours, then was allowed to cool to room temperature, and was stirred for approximately 18 hours. The mixture was heated at reflux for three hours and then ...